Task: describe an organic reaction: reactants, conditions, products, and yield. Dataset: the Open Reaction Database (ORD), a public repository of structured organic reaction records Starting materials: O=C1NC(=O)c2ccccc21, CCOC(=O)c1ccc(OCCCCl)cc1, CN(C)C=O, [K], O. The product is CCOC(=O)c1ccc(OCCCN2C(=O)c3ccccc3C2=O)cc1. RXN SMILES: [C:17]1(=[O:27])[c:18]2[c:19]([cH:23][cH:24][cH:25][cH:26]2)[C:20](=[O:22])[NH:21]1.[CH2:1]([CH3:2])[O:3][C:4]([c:5]1[cH:6][cH:7][c:8]([O:11][CH2:12][CH2:13][CH2:14][Cl:15])[cH:9][cH:10]1)=[O:16].[CH3:30][N:31]([CH3:32])[CH:33]=[O:34].[K:28].[OH2:29]>>[CH2:1]([CH3:2])[O:3][C:4]([c:5]1[cH:6][cH:7][c:8]([O:11][CH2:12][CH2:13][CH2:14][N:21]2[C:17](=[O:27])[c:18]3[c:19]([cH:23][cH:24][cH:25][cH:26]3)[C:20]2=[O:22])[cH:9][cH:10]1)=[O:16]. Starting materials: BrCCBr, Cc1cc(OCc2ccccc2)ccc1Br, C1CCOC1, O=C1CCC(=O)O1. Yields the product Cc1cc(OCc2ccccc2)ccc1C(=O)CCC(=O)O. Reaction SMILES: [Br:17][CH2:18][CH2:19][Br:20].[CH2:1]([c:2]1[cH:3][cH:4][cH:5][cH:6][cH:7]1)[O:8][c:9]1[cH:10][c:11]([CH3:16])[c:12]([Br:15])[cH:13][cH:14]1.[CH2:28]1[O:29][CH2:30][CH2:31][CH2:32]1.[O:21]=[C:22]1[CH2:23][CH2:24][C:25](=[O:26])[O:27]1>>[CH2:1]([c:2]1[cH:3][cH:4][cH:5][cH:6][cH:7]1)[O:8][c:9]1[cH:10][c:11]([CH3:16])[c:12]([C:25]([CH2:24][CH2:23][C:22](=[O:21])[OH:27])=[O:26])[cH:13][cH:14]1. Reactants: C(C)(C)(C)C1=NN(C(=C1)NC(=O)N[C@H]1CC[C@H](C2=CC=CC=C12)OC=1C=CC=2N(C1)C(=NN2)N2[C@H](CCCC2)C)C=2C=C(C=CC2)CCOS(=O)(=O)C (Methanesulfonic acid 2-{3-[3-tert-butyl-5-(3-{(1S,4R)-4-[3-((S)-2-methyl-piperidin-1-yl)-[1,2,4]triazolo[4,3-a]pyridin-6-yloxy]-1,2,3,4-tetrahydro-naphthalen-1-yl}-ureido)-pyrazol-1-yl]-phenyl}-ethyl ester), N1CCOCC1 (morpholine). Run in C1CCOC1 (THF). Product: C(=O)O.C(C)(C)(C)C=1C=C(N(N1)C1=CC(=CC=C1)CCN1CCOCC1)NC(=O)N[C@H]1CC[C@H](C2=CC=CC=C12)OC=1C=CC=2N(C1)C(=NN2)N2[C@H](CCCC2)C (1-{5-tert-Butyl-2-[3-(2-morpholin-4-yl-ethyl)-phenyl]-2H-pyrazol-3-yl}-3-{(1S,4R)-4-[3-((S)-2-methyl-piperidin-1-yl)-[1,2,4]triazolo[4,3-a]pyridin-6-yloxy]-1,2,3,4-tetrahydro-naphthalen-1-yl}-urea formate salt), solid. The yield is 27.0%. Reaction SMILES: [C:1]([C:5]1[CH:9]=[C:8]([NH:10][C:11]([NH:13][C@@H:14]2[C:23]3[C:18](=[CH:19][CH:20]=[CH:21][CH:22]=3)[C@H:17]([O:24][C:25]3[CH:26]=[CH:27][C:28]4[N:29]([C:31]([N:34]5[CH2:39][CH2:38][CH2:37][CH2:36][C@@H:35]5[CH3:40])=[N:32][N:33]=4)[CH:30]=3)[CH2:16][CH2:15]2)=[O:12])[N:7]([C:41]2[CH:42]=[C:43]([CH2:47][CH2:48][O:49]S(C)(=O)=O)[CH:44]=[CH:45][CH:46]=2)[N:6]=1)([CH3:4])([CH3:3])[CH3:2].[NH:54]1[CH2:59][CH2:58][O:57][CH2:56][CH2:55]1>C1COCC1>[CH:48]([OH:49])=[O:57].[C:1]([C:5]1[CH:9]=[C:8]([NH:10][C:11]([NH:13][C@@H:14]2[C:23]3[C:18](=[CH:19][CH:20]=[CH:21][CH:22]=3)[C@H:17]([O:24][C:25]3[CH:26]=[CH:27][C:28]4[N:29]([C:31]([N:34]5[CH2:39][CH2:38][CH2:37][CH2:36][C@@H:35]5[CH3:40])=[N:32][N:33]=4)[CH:30]=3)[CH2:16][CH2:15]2)=[O:12])[N:7]([C:41]2[CH:46]=[CH:45][CH:44]=[C:43]([CH2:47][CH2:48][N:54]3[CH2:59][CH2:58][O:57][CH2:56][CH2:55]3)[CH:42]=2)[N:6]=1)([CH3:2])([CH3:3])[CH3:4] |f:3.4|. Procedure: A solution of Intermediate 131d (44.5 mg, 0.06 mmol) and morpholine (25.9 μL, 0.30 mmol) in THF (1 mL) was stirred at 60° C. for 20 h in a sealed tube. The mixture was concentrated in vacuo and the residue purified by MDAP (Method 7). The title product was isolated as an off-white solid (12 mg, 27%). LCMS (Method 5): Rt 3.64 min, m/z 732.6 [MH+]. 1H NMR (400 MHz, d6-DMSO): 0.91 (3H, d, J=6.2 Hz), 1.28 (9H, s), 1.50 (2H, m), 1.66 (2H, m), 1.76-2.18 (6H, overlapped m), 2.40 (4H, m), 2.53 (m, obscu... The reactants are BrC=1C=C(C(=NC1)C#N)F (5-bromo-3-fluoropyridin-2-carbonitrile), ClC1=C(CN2N=C(C3=NC=C(C=C32)C(=O)O)C)C(=CC=C1)Cl (1-(2,6-dichlorobenzyl)-3-methyl-1H-pyrazolo[4,3-b]pyridine-6-carboxylic acid), C(C)[Mg]Cl (ethylmagnesium chloride), ( 1 ). Product: BrC=1C=C2C(=NC1)C(=NN2)CC (6-bromo-3-ethyl-1H-pyrazolo[4,3-b]pyridine). RXN SMILES: [Br:1][C:2]1[CH:3]=[C:4](F)[C:5]([C:8]#[N:9])=[N:6][CH:7]=1.[CH2:11]([Mg]Cl)[CH3:12].ClC1C=CC=C(Cl)C=1C[N:19]1C2C(=NC=C(C(O)=O)C=2)C(C)=N1>>[Br:1][C:2]1[CH:3]=[C:4]2[NH:19][N:9]=[C:8]([CH2:11][CH3:12])[C:5]2=[N:6][CH:7]=1. Procedure: The titled compound (225 mg) as a white solid was prepared from 5-bromo-3-fluoropyridin-2-carbonitrile (201 mg) obtained by the method described in the document (Journal of Organic Chemistry, 2009, Vol. 74, p. 4547) and ethylmagnesium chloride according to the methods of the processes (1) and (2) of Example 153. The reactants are N[C@@H]1C[C@H](C1)C1=CNC2=CC=C(C=C12)CN1N=CN=C1 (trans-3-(1-aminocyclobutan-3-yl)-5-[(1,2,4-triazol-1-yl)methyl]- 1H-indole), C=O (formaldehyde), C(#N)[BH3-].[Na+] (sodium cyanoborohydride), C(C)(=O)O (acetic acid), C([O-])([O-])=O.[K+].[K+] (potassium carbonate). Solvent: CO (methanol), CO (methanol). Conditions: temperature 0 celsius. The product is CN([C@@H]1C[C@@H](C1)C1=CNC2=CC=C(C=C12)CN1N=CN=C1)C (3-[cis-1-(dimethylamino)cyclobutan-3-yl]-5-[(1,2,4-triazol-1-yl)methyl]-1H-indole), CN([C@@H]1C[C@H](C1)C1=CNC2=CC=C(C=C12)CN1N=CN=C1)C (3-[trans-1-(dimethyl amino)cyclobutan-3-yl]-5-[(1,2,4-triazol-1-yl) methyl]-1H-indole). Yield: 44.0%. As a reaction SMILES: N[C@H:2]1[CH2:5][C@H:4]([C:6]2[C:14]3[C:9](=[CH:10][CH:11]=[C:12]([CH2:15][N:16]4[CH:20]=[N:19][CH:18]=[N:17]4)[CH:13]=3)[NH:8][CH:7]=2)[CH2:3]1.[C:21]([BH3-])#[N:22].[Na+].[C:25](O)(=O)C.C=O.[C:31](=O)([O-])[O-].[K+].[K+]>CO>[CH3:25][N:22]([CH3:21])[C@H:2]1[CH2:5][C@@H:4]([C:6]2[C:14]3[C:9](=[CH:10][CH:11]=[C:12]([CH2:15][N:16]4[CH:20]=[N:19][CH:18]=[N:17]4)[CH:13]=3)[NH:8][CH:7]=2)[CH2:3]1.[CH3:31][N:22]([CH3:21])[C@H:2]1[CH2:5][C@H:4]([C:6]2[C:14]3[C:9](=[CH:10][CH:11]=[C:12]([CH2:15][N:16]4[CH:20]=[N:19][CH:18]=[N:17]4)[CH:13]=3)[NH:8][CH:7]=2)[CH2:3]1 |f:1.2,5.6.7|. Procedure details: To a cooled (0° C.) and stirred solution of cis/trans-3-(1-aminocyclobutan-3-yl)-5-[(1,2,4-triazol-1-yl)methyl]- 1H-indole (270 mg, 1.0 mmol) in anhydrous methanol (20 ml) were added sodium cyanoborohydride (127 mg, 2.0 mmol), glacial acetic acid (289 μl, 5.0 mmol) and a solution of formaldehyde (38% w/v aqueous solution; 200 μl) in absolute methanol (3 ml). The reaction mixture was then allowed to warm to room temperature and it was stirred for 1.5 hours before saturated aqueous potassium carbo... The reactants are C(N)(=O)C(CCCCCCC(=O)OCC)CCCC(CCCCC)OC(C)=O (Ethyl 8-carbamoyl-12-acetoxyheptadecanoate), [OH-].[Na+] (sodium hydroxide). Run in O (water), CO (methanol). Reaction conditions: time 24 hour. Product: C(N)(=O)C(CCCCCCC(=O)O)CCCC(CCCCC)O (8-Carbamoyl-12-hydroxyheptadecanoic Acid). As a reaction SMILES: [C:1]([CH:4]([CH2:16][CH2:17][CH2:18][CH:19]([O:25]C(=O)C)[CH2:20][CH2:21][CH2:22][CH2:23][CH3:24])[CH2:5][CH2:6][CH2:7][CH2:8][CH2:9][CH2:10][C:11]([O:13]CC)=[O:12])(=[O:3])[NH2:2].[OH-].[Na+]>O.CO>[C:1]([CH:4]([CH2:16][CH2:17][CH2:18][CH:19]([OH:25])[CH2:20][CH2:21][CH2:22][CH2:23][CH3:24])[CH2:5][CH2:6][CH2:7][CH2:8][CH2:9][CH2:10][C:11]([OH:13])=[O:12])(=[O:3])[NH2:2] |f:1.2|. Procedure details: Ethyl 8-carbamoyl-12-acetoxyheptadecanoate (5.50 g., 0.0138 mole) is added to a solution of sodium hydroxide (1.66 g., 0.0414 mole) in water (8 ml.) and methanol (72 ml.). The resulting solution is allowed to stand 24 hours at 25° C.